Task: describe an organic reaction: reactants, conditions, products, and yield. Dataset: the Open Reaction Database (ORD), a public repository of structured organic reaction records The reactants are C(CCCCC)Br (n-hexyl bromide), C([O-])([O-])=O.[K+].[K+] (potassium carbonate), OC1=CC=C2C(C(=COC2=C1)C1=CC=CC=C1)=O (7-hydroxy-isoflavone). Reagents/catalysts: [I-].[K+] (potassium iodide). The solvent is CC(=O)C (acetone). Product: C(CCCCC)OC1=CC=C2C(C(=COC2=C1)C1=CC=CC=C1)=O (7-n-hexyloxy-isoflavone). Isolated yield 62.1%. As a reaction SMILES: [OH:1][C:2]1[CH:11]=[C:10]2[C:5]([C:6](=[O:18])[C:7]([C:12]3[CH:17]=[CH:16][CH:15]=[CH:14][CH:13]=3)=[CH:8][O:9]2)=[CH:4][CH:3]=1.[CH2:19](Br)[CH2:20][CH2:21][CH2:22][CH2:23][CH3:24].C(=O)([O-])[O-].[K+].[K+]>CC(C)=O.[I-].[K+]>[CH2:19]([O:1][C:2]1[CH:11]=[C:10]2[C:5]([C:6](=[O:18])[C:7]([C:12]3[CH:17]=[CH:16][CH:15]=[CH:14][CH:13]=3)=[CH:8][O:9]2)=[CH:4][CH:3]=1)[CH2:20][CH2:21][CH2:22][CH2:23][CH3:24] |f:2.3.4,6.7|. Procedure: 23.8 g of 7-hydroxy-isoflavone in 200 ml of anhydrous acetone are boiled, under stirring, with 18 g of n-hexyl bromide, 18 g of potassium carbonate and 1 g of potassium iodide for 72 hours under reflux condenser. The inorganic salts are removed by filtration, the filtrate is subjected to steam distillation in order to remove acetone and excess reagent, the precipitate is filtered and recrystallized from acetone, yielding 20 g of 7-n-hexyloxy-isoflavone, m.p. 120°-122° C. In a similar way, also 7... Starting materials: C(CCCCCC)NC(C1=CC=C(C=C1)CCCC)=O (N-heptyl-4-n-butylbenzamide), Cl (hydrochloric acid). Run in O1CCCC1 (tetrahydrofuran). The product is C(CCCCCC)NCC1=CC=C(C=C1)CCCC (N-heptyl-4-n-butylbenzenemethanamine). RXN SMILES: [CH2:1]([NH:8][C:9](=O)[C:10]1[CH:15]=[CH:14][C:13]([CH2:16][CH2:17][CH2:18][CH3:19])=[CH:12][CH:11]=1)[CH2:2][CH2:3][CH2:4][CH2:5][CH2:6][CH3:7].Cl>O1CCCC1>[CH2:1]([NH:8][CH2:9][C:10]1[CH:15]=[CH:14][C:13]([CH2:16][CH2:17][CH2:18][CH3:19])=[CH:12][CH:11]=1)[CH2:2][CH2:3][CH2:4][CH2:5][CH2:6][CH3:7]. Procedure details: A solution of 38.0 g of N-heptyl-4-n-butylbenzamide and 280 ml of borane-tetrahydrofuran complex in 120 ml of anhydrous tetrahydrofuran was refluxed for 18 hours, allowed to cool, and treated with 6N hydrochloric acid. The organic solvent was evaporated and the residue was partitioned between ether and aqueous sodium hydroxide solution. The ether layer was separated, dried, and evaporated. The residue was distilled to yield N-heptyl-4-n-butylbenzenemethanamine as a colorless liquid, bp 115°C. at...